This data is from the Open Reaction Database (ORD), a public repository of structured organic reaction records. The task is: describe an organic reaction: reactants, conditions, products, and yield The reactants are Cl.NC1(C(NC(CC1)=O)=O)CCCCNC(OCC1=CC=CC=C1)=O (benzyl (4-(3-amino-2,6-dioxopiperidin-3-yl)butyl)carbamate hydrochloride), [N+](=O)([O-])C1=C2C(C(=O)OC2=O)=CC=C1 (3-nitrophthalic anhydride), C(C)(=O)[O-].[Na+] (sodium acetate), C([O-])(O)=O.[Na+] (sodium bicarbonate). Solvent: C(C)(=O)O (acetic acid). Run at temperature 130 celsius, time 8 hour. Yields the product [N+](=O)([O-])C1=C2C(N(C(C2=CC=C1)=O)C1(C(NC(CC1)=O)=O)CCCCNC(OCC1=CC=CC=C1)=O)=O (benzyl (4-(3-(4-nitro-1,3-dioxoisoindolin-2-yl)-2,6-dioxopiperidin-3-yl)butyl)carbamate). Isolated yield 53.8%. As a reaction SMILES: Cl.[NH2:2][C:3]1([CH2:11][CH2:12][CH2:13][CH2:14][NH:15][C:16](=[O:25])[O:17][CH2:18][C:19]2[CH:24]=[CH:23][CH:22]=[CH:21][CH:20]=2)[CH2:8][CH2:7][C:6](=[O:9])[NH:5][C:4]1=[O:10].[N+:26]([C:29]1[CH:39]=[CH:38][CH:37]=[C:31]2[C:32]([O:34][C:35](=O)[C:30]=12)=[O:33])([O-:28])=[O:27].C([O-])(=O)C.[Na+].C(=O)(O)[O-].[Na+]>C(O)(=O)C>[N+:26]([C:29]1[CH:39]=[CH:38][CH:37]=[C:31]2[C:30]=1[C:35](=[O:34])[N:2]([C:3]1([CH2:11][CH2:12][CH2:13][CH2:14][NH:15][C:16](=[O:25])[O:17][CH2:18][C:19]3[CH:20]=[CH:21][CH:22]=[CH:23][CH:24]=3)[CH2:8][CH2:7][C:6](=[O:9])[NH:5][C:4]1=[O:10])[C:32]2=[O:33])([O-:28])=[O:27] |f:0.1,3.4,5.6|. Reported procedure: To a mixture of 4 (0.326 g, 0.881 mmol), 3-nitrophthalic anhydride (0.211 g, 1.093 mmol) and sodium acetate (0.097 g, 1.181 mmol) was added acetic acid (4.0 mL) and the resulting mixture was stirred overnight at 130° C. After 20 h, the mixture was carefully neutralized with sodium bicarbonate and extracted into DCM. The organic layer was dried over MgSO4, filtered, and concentrated. Purification by flash chromatography (95:5 DCM:MeOH) afforded 5 (0.241 g, 54%) as a white solid.